This data is from the Open Reaction Database (ORD), a public repository of structured organic reaction records. The task is: describe an organic reaction: reactants, conditions, products, and yield Reactants: COC1=C(C=CC=C1)OC (1,2-dimethoxybenzene), C1([C@H]2[C@@H](C(=O)O1)CC=CC2)=O (cis-1,2,3,6-tetrahydrophthalic anhydride), compound A. Yields the product COC=1C=C(C(=O)[C@@H]2[C@H](C(=O)O)CC=CC2)C=CC1OC ((cis)-2-(3,4-Dimethoxybenzoyl)-1,2,3,6-tetrahydrobenzoic acid). As a reaction SMILES: [CH3:1][O:2][C:3]1[CH:8]=[CH:7][CH:6]=[CH:5][C:4]=1[O:9][CH3:10].[C:11]1(=[O:21])[O:16][C:14](=[O:15])[C@H:13]2[CH2:17][CH:18]=[CH:19][CH2:20][C@@H:12]12>>[CH3:1][O:2][C:3]1[CH:8]=[C:7]([CH:6]=[CH:5][C:4]=1[O:9][CH3:10])[C:11]([C@H:12]1[CH2:20][CH:19]=[CH:18][CH2:17][C@H:13]1[C:14]([OH:16])=[O:15])=[O:21]. Procedure: Prepared from 1,2-dimethoxybenzene and cis-1,2,3,6-tetrahydrophthalic anhydride as described for compound A. M.p. 110°-112° C. Starting materials: C(C1=CC=CC=C1)(C1=CC=CC=C1)N1CCNCC1 (1-Benzhydryl-piperazine), BrCCOC1=C(C=CC=C1)C=1SC2=C(N1)C=CC=C2 (2-[2-(2-bromoethoxy)phenyl]-benzothiazole). The solvent is CC(C)(C)O (t-BuOH). Product: C(C1=CC=CC=C1)(C1=CC=CC=C1)N1CCN(CC1)CCOC1=C(C=CC=C1)C=1SC2=C(N1)C=CC=C2 (2-[2-[2-(4-Benzhydryl-piperazin-1-yl)-ethoxy]phenyl]-benzothiazole). Isolated yield 40.6%. As a reaction SMILES: [CH:1]([N:14]1[CH2:19][CH2:18][NH:17][CH2:16][CH2:15]1)([C:8]1[CH:13]=[CH:12][CH:11]=[CH:10][CH:9]=1)[C:2]1[CH:7]=[CH:6][CH:5]=[CH:4][CH:3]=1.Br[CH2:21][CH2:22][O:23][C:24]1[CH:29]=[CH:28][CH:27]=[CH:26][C:25]=1[C:30]1[S:31][C:32]2[CH:38]=[CH:37][CH:36]=[CH:35][C:33]=2[N:34]=1>CC(O)(C)C>[CH:1]([N:14]1[CH2:19][CH2:18][N:17]([CH2:21][CH2:22][O:23][C:24]2[CH:29]=[CH:28][CH:27]=[CH:26][C:25]=2[C:30]2[S:31][C:32]3[CH:38]=[CH:37][CH:36]=[CH:35][C:33]=3[N:34]=2)[CH2:16][CH2:15]1)([C:8]1[CH:13]=[CH:12][CH:11]=[CH:10][CH:9]=1)[C:2]1[CH:7]=[CH:6][CH:5]=[CH:4][CH:3]=1. Procedure: 1-Benzhydryl-piperazine (2.26 g, 8.98 mmol) and 2-[2-(2-bromoethoxy)phenyl]-benzothiazole (0.75 g, 2.24 mmol) were stirred in t-BuOH (20 mL) at about 50° C. under N2 (g) for 24 hours. The mixture was concentrated in vacuo and flash chromatographed on silica (15% acetone/hexanes) to afford 460 mg (41%) of the free base of the product. mp 67-72° C.; LSIMS m/z 506 (MH+). Starting materials: BrC1=C2C(=NC=C1)N(C(=C2)C2=CCN(CC2)C(=O)OC(C)(C)C)S(=O)(=O)C2=CC=C(C)C=C2 (tert-butyl 4-(4-bromo-1-tosyl-1H-pyrrolo[2,3-b]pyridin-2-yl)-5,6-dihydropyridine-1(2H)-carboxylate), FC(C(=O)O)(F)F (trifluoroacetic acid). Solvent: ClCCl (dichloromethane). Yields the product BrC1=C2C(=NC=C1)N(C(=C2)C=2CCNCC2)S(=O)(=O)C2=CC=C(C)C=C2 (4-bromo-2-(1,2,3,6-tetrahydropyridin-4-yl)-1-tosyl-1H-pyrrolo[2,3-b]pyridine), FC(C(=O)O)(F)F (trifluoroacetic acid). RXN SMILES: [Br:1][C:2]1[CH:7]=[CH:6][N:5]=[C:4]2[N:8]([S:24]([C:27]3[CH:33]=[CH:32][C:30]([CH3:31])=[CH:29][CH:28]=3)(=[O:26])=[O:25])[C:9]([C:11]3[CH2:16][CH2:15][N:14](C(OC(C)(C)C)=O)[CH2:13][CH:12]=3)=[CH:10][C:3]=12.[F:34][C:35]([F:40])([F:39])[C:36]([OH:38])=[O:37]>ClCCl>[Br:1][C:2]1[CH:7]=[CH:6][N:5]=[C:4]2[N:8]([S:24]([C:27]3[CH:28]=[CH:29][C:30]([CH3:31])=[CH:32][CH:33]=3)(=[O:26])=[O:25])[C:9]([C:11]3[CH2:16][CH2:15][NH:14][CH2:13][CH:12]=3)=[CH:10][C:3]=12.[F:34][C:35]([F:40])([F:39])[C:36]([OH:38])=[O:37]. Procedure: A mixture of Example 5C (8 g, 15.02 mmol) and trifluoroacetic acid (11.58 mL, 150 mmol) in dichloromethane (100 mL) was stirred at 20° C. for 12 hours and the mixture was concentrated to provide the title compound as a trifluoroacetic acid salt. MS (CI) m/z 432 (M+H)+. Starting materials: OCCc1ccccc1, ClCCl, CN(C)c1ccncc1, C(=NC1CCCCC1)=NC1CCCCC1, CCC(C)(C)C(=O)C(=O)N1CCCC1C(=O)O, CC1(C)C2CCC1(CS(=O)(=O)O)C(=O)C2. Product: CCC(C)(C)C(=O)C(=O)N1CCCC1C(=O)OCCc1ccccc1. As a reaction SMILES: [CH2:18]([CH2:19][c:20]1[cH:21][cH:22][cH:23][cH:24][cH:25]1)[OH:26].[CH2:66]([Cl:67])[Cl:68].[CH3:57][N:58]([CH3:59])[c:60]1[cH:61][cH:62][n:63][cH:64][cH:65]1.[CH:27]1([N:28]=[C:29]=[N:30][CH:31]2[CH2:32][CH2:33][CH2:34][CH2:35][CH2:36]2)[CH2:37][CH2:38][CH2:39][CH2:40][CH2:41]1.[O:1]=[C:2]([C:3]([C:4]([CH2:5][CH3:6])([CH3:7])[CH3:8])=[O:9])[N:10]1[CH:11]([C:15](=[O:16])[OH:17])[CH2:12][CH2:13][CH2:14]1.[O:42]=[S:43](=[O:44])([OH:45])[CH2:46][C:47]12[CH2:48][CH2:49][CH:50]([C:51]1([CH3:52])[CH3:53])[CH2:54][C:55]2=[O:56]>>[O:1]=[C:2]([C:3]([C:4]([CH2:5][CH3:6])([CH3:7])[CH3:8])=[O:9])[N:10]1[CH:11]([C:15](=[O:16])[O:17][CH2:18][CH2:19][c:20]2[cH:21][cH:22][cH:23][cH:24][cH:25]2)[CH2:12][CH2:13][CH2:14]1. Reactants: C(C)(C)(CC)C1=CC=C(C=C1)P(C1=CC=C(C=C1)C(C)(C)CC)C1=CC=C(C=C1)C(C)(C)CC (tris(p-t-amylphenyl)phosphine), CBr (methyl bromide). Run in C1=CC=CC=C1 (benzene). Reaction conditions: time 24 hour. Yields the product [Br-].C[P+](C1=CC=C(C=C1)C(C)(C)CC)(C1=CC=C(C=C1)C(C)(C)CC)C1=CC=C(C=C1)C(C)(C)CC (Methyl tris(p-t-amylphenyl)phosphonium Bromide). The yield is 97.0%. As a reaction SMILES: [C:1]([C:6]1[CH:11]=[CH:10][C:9]([P:12]([C:24]2[CH:29]=[CH:28][C:27]([C:30]([CH2:33][CH3:34])([CH3:32])[CH3:31])=[CH:26][CH:25]=2)[C:13]2[CH:18]=[CH:17][C:16]([C:19]([CH2:22][CH3:23])([CH3:21])[CH3:20])=[CH:15][CH:14]=2)=[CH:8][CH:7]=1)([CH2:4][CH3:5])([CH3:3])[CH3:2].[CH3:35][Br:36]>C1C=CC=CC=1>[Br-:36].[CH3:35][P+:12]([C:13]1[CH:18]=[CH:17][C:16]([C:19]([CH2:22][CH3:23])([CH3:21])[CH3:20])=[CH:15][CH:14]=1)([C:24]1[CH:29]=[CH:28][C:27]([C:30]([CH2:33][CH3:34])([CH3:31])[CH3:32])=[CH:26][CH:25]=1)[C:9]1[CH:10]=[CH:11][C:6]([C:1]([CH2:4][CH3:5])([CH3:2])[CH3:3])=[CH:7][CH:8]=1 |f:3.4|. Reported procedure: A mixture containing 28.3 g (0.06 mole) of tris(p-t-amylphenyl)phosphine, 28.5 g (0.3 mole) of methyl bromide and 200 cc of benzene was prepared and stored at ambient temperature for 24 hours. The solvent was then removed under reduced pressure and the solid residue was stirred together with a quantity of diethyl ether for one hour. The recovered solid material weighed 33 g (97% yield) after drying and was found to contain 71.3% carbon, 8.44% hydrogen, 5.15% phosphorus and 14.0% bromine. The cal... The reactants are OC[C@H]1[C@@H](CC(C1)=C)C1=CC=CC=C1 ((+−)-trans-1-Hydroxymethyl-4-methylene-2-phenylcyclopentane), CO (methanol). As a reaction SMILES: [OH:1][CH2:2][C@@H:3]1[CH2:7][C:6](=C)[CH2:5][C@H:4]1[C:9]1[CH:14]=[CH:13][CH:12]=[CH:11][CH:10]=1.C[OH:16]>>[OH:1][CH2:2][C@@H:3]1[CH2:7][C:6](=[O:16])[CH2:5][C@H:4]1[C:9]1[CH:14]=[CH:13][CH:12]=[CH:11][CH:10]=1. Product: OC[C@H]1[C@@H](CC(C1)=O)C1=CC=CC=C1 ((+−)-trans-1-Hydroxymethyl-4-oxo-2-phenylcyclopentane). Procedure: Into a solution of (+−)-trans-1-hydroxymethyl-4-methylene-2-phenylcyclopentane from Step B (22.7 g, 121 mmol) in methanol (200 mL) cooled in a dry ice/acetone bath was bubbled ozone until the blue color persisted. The excess ozone was removed with a stream of nitrogen and then dimethylsulfide (20 mL) was added. After 10 min, the bath was removed and the reaction was allowed to warm to rt over 16 h. The volatiles were removed in vacuo and the residue was purified by FC (15-30% ethyl acetate in he... Conditions: time 10 minute. The reactants are N1=CC=C(C=C1)C1=NOC2=C1CNCC2 (3-(pyridin-4-yl)-4,5,6,7-tetrahydroisoxazolo[4,5-c]pyridine), C(O)([O-])=O.[Na+] (sodium hydrogen carbonate), COC1=CC(=C(C(=C1)C)S(=O)(=O)N1[C@@H](CCC2=CC=CC=C12)COCC(=O)O)C ((S)-2-((1-(4-Methoxy-2,6-dimethylphenylsulfonyl)-1,2,3,4-tetrahydroquinolin-2-yl)methoxy)acetic acid), C(=O)(N1C=NC=C1)N1C=NC=C1 (1,1′-carbonyldiimidazole). Product: COC1=CC(=C(C(=C1)C)S(=O)(=O)N1[C@@H](CCC2=CC=CC=C12)COCC(=O)N1CC2=C(CC1)ON=C2C2=CC=NC=C2)C (2-[[(2S)-1-[(4-Methoxy-2,6-dimethyl-phenyl)sulfonyl]-1,2,3,4-tetrahydro-quinolin-2-yl]-methoxy]-1-(3-pyridin-4-yl-4,5,6,7-tetrahydro-isoxazolo[4,5-c]pyridin-5-yl)-ethanone). Procedure: (S)-2-((1-(4-Methoxy-2,6-dimethylphenylsulfonyl)-1,2,3,4-tetrahydroquinolin-2-yl)methoxy)acetic acid (AC31) (0.13 g, 0.31 mmol) was dissolved in dichloromethane (4 ml) and 1,1′-carbonyldiimidazole (53 mg, 0.325 mmol) was added. After the mixture had been stirred at room temperature for 1 h, 3-(pyridin-4-yl)-4,5,6,7-tetrahydroisoxazolo[4,5-c]pyridine (AM5) (62 mg, 0.31 mmol) in dichloromethane (4 ml) was added and the mixture was stirred at room temperature overnight. Saturated sodium hydrogen ca... Run at time 1 hour. The solvent is ClCCl (dichloromethane), ClCCl (dichloromethane). RXN SMILES: [CH3:1][O:2][C:3]1[CH:8]=[C:7]([CH3:9])[C:6]([S:10]([N:13]2[C:22]3[C:17](=[CH:18][CH:19]=[CH:20][CH:21]=3)[CH2:16][CH2:15][C@H:14]2[CH2:23][O:24][CH2:25][C:26](O)=[O:27])(=[O:12])=[O:11])=[C:5]([CH3:29])[CH:4]=1.C(N1C=CN=C1)(N1C=CN=C1)=O.[N:42]1[CH:47]=[CH:46][C:45]([C:48]2[C:52]3[CH2:53][NH:54][CH2:55][CH2:56][C:51]=3[O:50][N:49]=2)=[CH:44][CH:43]=1.C(=O)([O-])O.[Na+]>ClCCl>[CH3:1][O:2][C:3]1[CH:4]=[C:5]([CH3:29])[C:6]([S:10]([N:13]2[C:22]3[C:17](=[CH:18][CH:19]=[CH:20][CH:21]=3)[CH2:16][CH2:15][C@H:14]2[CH2:23][O:24][CH2:25][C:26]([N:54]2[CH2:55][CH2:56][C:51]3[O:50][N:49]=[C:48]([C:45]4[CH:46]=[CH:47][N:42]=[CH:43][CH:44]=4)[C:52]=3[CH2:53]2)=[O:27])(=[O:11])=[O:12])=[C:7]([CH3:9])[CH:8]=1 |f:3.4|. The reactants are C(C1=CC=CC=C1)O (benzylalcohol), ClCC(=O)N1CCN(CC1)S(=O)(=O)C1=CC2=CC=CC=C2C=C1 (2-chloro-1-(4-(naphthalen-2-ylsulfonyl)piperazin-1-yl)ethanone), ClCC(=O)N1CCN(CC1)S(=O)(=O)C1=CC2=CC=CC=C2C=C1 (2-chloro-1-(4-(naphthalen-2-ylsulfonyl)piperazin-1-yl)ethanone), [H-].[Na+] (sodium hydride). Run in C1CCOC1 (THF), C1CCOC1 (THF), C1CCOC1 (THF). Conditions: temperature 0 celsius, time 2 hour. Yields the product C(C1=CC=CC=C1)OCC(=O)N1CCN(CC1)S(=O)(=O)C1=CC2=CC=CC=C2C=C1 (2-(Benzyloxy)-1-(4-(naphthalen-2-ylsulfonyl)piperazin-1-yl)ethanone). Yield: 24.0%. RXN SMILES: [H-].[Na+].[CH2:3]([OH:10])[C:4]1[CH:9]=[CH:8][CH:7]=[CH:6][CH:5]=1.Cl[CH2:12][C:13]([N:15]1[CH2:20][CH2:19][N:18]([S:21]([C:24]2[CH:33]=[CH:32][C:31]3[C:26](=[CH:27][CH:28]=[CH:29][CH:30]=3)[CH:25]=2)(=[O:23])=[O:22])[CH2:17][CH2:16]1)=[O:14]>C1COCC1>[CH2:3]([O:10][CH2:12][C:13]([N:15]1[CH2:16][CH2:17][N:18]([S:21]([C:24]2[CH:33]=[CH:32][C:31]3[C:26](=[CH:27][CH:28]=[CH:29][CH:30]=3)[CH:25]=2)(=[O:22])=[O:23])[CH2:19][CH2:20]1)=[O:14])[C:4]1[CH:9]=[CH:8][CH:7]=[CH:6][CH:5]=1 |f:0.1|. Reported procedure: To a suspension of sodium hydride (35.88 mg, 60 percent in oil) in dry THF (20 mL) cooled to 0° C. under nitrogen atmosphere, a solution of benzylalcohol (0.09 g, 0.717 mmol) in THF (1 mL) was added drop wise to the mixture over 25 minutes, and the mixture was brought to room temperature and stirred for 2 h. The reaction was again cooled to 0° C., to which a solution of 2-chloro-1-(4-(naphthalen-2-ylsulfonyl)piperazin-1-yl)ethanone (compound 5) in THF (20 mL) was added drop wise over 30 minutes....